Dataset: the Open Reaction Database (ORD), a public repository of structured organic reaction records. Task: describe an organic reaction: reactants, conditions, products, and yield The reactants are ClC1=C(C(=CC=C1)I)C1=NN(C(N1)=O)C1=CC(=C(C(=O)NC2=CC(=CC=C2)C(F)(F)F)C=C1)OC (4-(3-(2-chloro-6-iodophenyl)-5-oxo-4,5-dihydro-1H-1,2,4-triazol-1-yl)-2-methoxy-N-(3-(trifluoromethyl)phenyl)benzamide), C(#N)[Cu] (CuCN). Run in CN(C)C=O (DMF). Conditions: temperature 80 celsius. Product: ClC1=C(C(=CC=C1)C#N)C1=NN(C(N1)=O)C1=CC(=C(C(=O)NC2=CC(=CC=C2)C(F)(F)F)C=C1)OC (4-(3-(2-Chloro-6-cyanophenyl)-5-oxo-4,5-dihydro-1H-1,2,4-triazol-1-yl)-2-methoxy-N-(3-(trifluoromethyl)phenyl)benzamide). The yield is 13.8%. RXN SMILES: [Cl:1][C:2]1[CH:7]=[CH:6][CH:5]=[C:4](I)[C:3]=1[C:9]1[NH:13][C:12](=[O:14])[N:11]([C:15]2[CH:33]=[CH:32][C:18]([C:19]([NH:21][C:22]3[CH:27]=[CH:26][CH:25]=[C:24]([C:28]([F:31])([F:30])[F:29])[CH:23]=3)=[O:20])=[C:17]([O:34][CH3:35])[CH:16]=2)[N:10]=1.[C:36]([Cu])#[N:37]>CN(C=O)C>[Cl:1][C:2]1[CH:7]=[CH:6][CH:5]=[C:4]([C:36]#[N:37])[C:3]=1[C:9]1[NH:13][C:12](=[O:14])[N:11]([C:15]2[CH:33]=[CH:32][C:18]([C:19]([NH:21][C:22]3[CH:27]=[CH:26][CH:25]=[C:24]([C:28]([F:31])([F:30])[F:29])[CH:23]=3)=[O:20])=[C:17]([O:34][CH3:35])[CH:16]=2)[N:10]=1. Procedure: To a solution of 4-(3-(2-chloro-6-iodophenyl)-5-oxo-4,5-dihydro-1H-1,2,4-triazol-1-yl)-2-methoxy-N-(3-(trifluoromethyl)phenyl)benzamide (Intermediate-34, 0.130 g, 0.211 mmol) in DMF (5 mL) was added CuCN (0.020 g, 0.232 mmol) and reaction mixture was heated at 80° C. for 4-5 h. The reaction mass was quenched with aq. KMnO4 solution and extracted with ethyl acetate. The organic layer was dried over anhydrous sodium sulphate and concentrated to afford 0.015 g of desired product. 1H NMR (300 MHz, D... The reactants are c1ccc(CNc2cn(C(c3ccccc3)(c3ccccc3)c3ccccc3)cn2)cc1, Cl, C1COCCO1. Product: c1ccc(CNc2c[nH]cn2)cc1, Cl. As a reaction SMILES: [CH2:1]([c:2]1[cH:3][cH:4][cH:5][cH:6][cH:7]1)[NH:8][c:9]1[n:10][cH:11][n:12]([C:14]([c:15]2[cH:16][cH:17][cH:18][cH:19][cH:20]2)([c:21]2[cH:22][cH:23][cH:24][cH:25][cH:26]2)[c:27]2[cH:28][cH:29][cH:30][cH:31][cH:32]2)[cH:13]1.[ClH:33].[O:34]1[CH2:35][CH2:36][O:37][CH2:38][CH2:39]1>>[CH2:1]([c:2]1[cH:3][cH:4][cH:5][cH:6][cH:7]1)[NH:8][c:9]1[n:10][cH:11][nH:12][cH:13]1.[ClH:33]. Reactants: Cl (hydrochloric acid), C(CCC)N(S(=O)(=O)C1=CC(=C(C=C1)Cl)[N+](=O)[O-])CCCC (N,N-dibutyl-4-chloro-3-nitrobenzenesulfonamide), CC1=CC(=NO1)O (5-methyl-3-hydroxyisoxazole), C(O)([O-])=O.[Na+] (sodium hydrogen carbonate). Solvent: CO (methanol), O (water), CS(=O)C (dimethylsulfoxide). Run at temperature 40 celsius, time 30 minute. Product: CC1=CC(N(O1)C1=C(C=C(C=C1)S(N(CCCC)CCCC)(=O)=O)[N+](=O)[O-])=O (5-methyl-2-(4-dibutylsulfamoyl-2-nitrophenyl)-4-isoxazolin-3-one). RXN SMILES: [CH2:1]([N:5]([CH2:19][CH2:20][CH2:21][CH3:22])[S:6]([C:9]1[CH:14]=[CH:13][C:12](Cl)=[C:11]([N+:16]([O-:18])=[O:17])[CH:10]=1)(=[O:8])=[O:7])[CH2:2][CH2:3][CH3:4].[CH3:23][C:24]1[O:28][N:27]=[C:26]([OH:29])[CH:25]=1.C(=O)([O-])O.[Na+].Cl>O.CO.CS(C)=O>[CH3:23][C:24]1[O:28][N:27]([C:12]2[CH:13]=[CH:14][C:9]([S:6](=[O:8])(=[O:7])[N:5]([CH2:19][CH2:20][CH2:21][CH3:22])[CH2:1][CH2:2][CH2:3][CH3:4])=[CH:10][C:11]=2[N+:16]([O-:18])=[O:17])[C:26](=[O:29])[CH:25]=1 |f:2.3|. Procedure details: A mixture of 600 g of N,N-dibutyl-4-chloro-3-nitrobenzenesulfonamide, 220 g of 5-methyl-3-hydroxyisoxazole, 300 g of sodium hydrogen carbonate and 1.5 liter of dimethylsulfoxide was reacted at 80° C. for 6 hours. The reaction mixture was cooled to 40° C., 1.2 liter of methanol was added thereto, and then 400 ml of concentrated hydrochloric acid was added thereto at 25° C. After stirring for 30 minutes, 800 ml of water was added thereto. The crystals thus deposited were collected by filtration, w... The reactants are ClC=1C=CC=C2C=C(C(=NC12)C1=C(C=CC(=C1)F)C(F)(F)F)C=O (8-chloro-2-(5-fluoro-2-(trifluoromethyl)phenyl)quinoline-3-carbaldehyde), O1CCCC1 (tetrahydrofuran), [BH4-].[Na+] (sodium borohydride). Run at temperature 0 celsius. Yields the product ClC=1C=CC=C2C=C(C(=NC12)C1=C(C=CC(=C1)F)C(F)(F)F)CO ((8-chloro-2-(5-fluoro-2-(trifluoromethyl)phenyl)-quinolin-3-yl)methanol). RXN SMILES: [Cl:1][C:2]1[CH:3]=[CH:4][CH:5]=[C:6]2[C:11]=1[N:10]=[C:9]([C:12]1[CH:17]=[C:16]([F:18])[CH:15]=[CH:14][C:13]=1[C:19]([F:22])([F:21])[F:20])[C:8]([CH:23]=[O:24])=[CH:7]2.O1CCCC1.[BH4-].[Na+]>>[Cl:1][C:2]1[CH:3]=[CH:4][CH:5]=[C:6]2[C:11]=1[N:10]=[C:9]([C:12]1[CH:17]=[C:16]([F:18])[CH:15]=[CH:14][C:13]=1[C:19]([F:22])([F:20])[F:21])[C:8]([CH2:23][OH:24])=[CH:7]2 |f:2.3|. Procedure: To a solution of 8-chloro-2-(5-fluoro-2-(trifluoromethyl)phenyl)quinoline-3-carbaldehyde (0.3036 g, 0.8584 mmol) in tetrahydrofuran (4.292 mL, 0.8584 mmol) at 0° C. was added sodium borohydride (0.04871 g, 1.288 mmol) and the mixture was stirred at 0° C. After 1 h of stirring at 0° C., the mixture was partitioned between EtOAc (100 mL) and H2O (100 mL), and the organic layer was washed with brine (50 mL×2), dried over Na2SO4, filtered, and concentrated under reduced pressure to give (8-chloro-2-... The reactants are ClC1=C(C=CC=C1)C(C1=C(C=CC(=C1)Cl)N1C(=NC(=C1)C)CN1C(C=2C(C1=O)=CC=CC2)=O)=O (2',5-dichloro-2-[4-methyl-2-(phthalimidomethyl)imidazol-1-yl]benzophenone), NN (hydrazine). The solvent is C(C)O (ethanol). Product: ClC=1C=CC2=C(C(=NCC=3N2C=C(N3)C)C3=C(C=CC=C3)Cl)C1 (8-chloro-6-(o-chlorophenyl)-2-methyl-4H-imidazo[1,2-a][1,4]benzodiazepine). RXN SMILES: ClC1C=CC=CC=1C(=O)[C:9]1[CH:14]=[C:13]([Cl:15])[CH:12]=[CH:11][C:10]=1[N:16]1[CH:20]=[C:19]([CH3:21])[N:18]=[C:17]1[CH2:22][N:23]1[C:27](=O)C2=CC=CC=C2C1=O.NN>C(O)C>[Cl:15][C:13]1[CH:14]=[CH:9][C:10]2[N:16]3[CH:20]=[C:19]([CH3:21])[N:18]=[C:17]3[CH2:22][N:23]=[C:27]([C:12]3[CH:11]=[CH:10][CH:9]=[CH:14][C:13]=3[Cl:15])[C:11]=2[CH:12]=1. Procedure: In the manner given in Example 25, 2',5-dichloro-2-[4-methyl-2-(phthalimidomethyl)imidazol-1-yl]benzophenone in ethanol is heated with hydrazine to give 8-chloro-6-(o-chlorophenyl)-2-methyl-4H-imidazo[1,2-a][1,4]benzodiazepine. Reactants: C(OC)(OC)=O (dimethyl carbonate), OC(C(=O)OC)(C)C (methyl 2-hydroxyisobutyrate). Solvent: CO (methanol). Yields the product C(=O)=O (carbon dioxide), C(OC)(OC)=O (dimethyl carbonate). Reaction SMILES: [C:1](=[O:6])([O:4][CH3:5])[O:2][CH3:3].OC(C)(C)C(OC)=O>CO>[C:1](=[O:4])=[O:2].[C:1](=[O:6])([O:4][CH3:5])[O:2][CH3:3]. Procedure details: The reaction of Example 1 was repeated except for using 45 g (0.5 mol) of dimethyl carbonate as a quaternizing agent in place of methyl 2-hydroxyisobutyrate. The reaction pressure was increased as the reaction proceeded and reached 3.5 MPa after 5 h as a result of the generation of carbon dioxide gas and methanol due to the decomposition of dimethyl carbonate. The reactants are COc1ccc(CN2CC(=O)Nc3ccc(C(C)C)cc3C2=O)c(OC)c1, Cc1ccc(N(C)C)cc1, Cc1ccccc1, O=P(Cl)(Cl)Cl. Product: COc1ccc(CN2CC(Cl)=Nc3ccc(C(C)C)cc3C2=O)c(OC)c1. Reaction SMILES: [CH3:1][O:2][c:3]1[c:4]([CH2:5][N:6]2[CH2:7][C:8](=[O:21])[NH:9][c:10]3[c:11]([cH:14][c:15]([CH:18]([CH3:19])[CH3:20])[cH:16][cH:17]3)[C:12]2=[O:13])[cH:22][cH:23][c:24]([O:26][CH3:27])[cH:25]1.[CH3:28][N:29]([CH3:30])[c:31]1[cH:32][cH:33][c:34]([CH3:35])[cH:36][cH:37]1.[CH3:43][c:44]1[cH:45][cH:46][cH:47][cH:48][cH:49]1.[P:38]([Cl:39])([Cl:40])([Cl:41])=[O:42]>>[CH3:1][O:2][c:3]1[c:4]([CH2:5][N:6]2[CH2:7][C:8]([Cl:40])=[N:9][c:10]3[c:11]([cH:14][c:15]([CH:18]([CH3:19])[CH3:20])[cH:16][cH:17]3)[C:12]2=[O:13])[cH:22][cH:23][c:24]([O:26][CH3:27])[cH:25]1. Starting materials: CC(C)(C)O, COc1ccc2c(Cc3ccc(N)cc3)ccnc2c1, Clc1nnc(-c2ccccc2)c2ccccc12, ClCCl. The product is COc1ccc2c(Cc3ccc(Nc4nnc(-c5ccccc5)c5ccccc45)cc3)ccnc2c1. Reaction SMILES: [C:38]([OH:39])([CH3:40])([CH3:41])[CH3:42].[CH3:18][O:19][c:20]1[cH:21][cH:22][c:23]2[c:24]([CH2:30][c:31]3[cH:32][cH:33][c:34]([NH2:37])[cH:35][cH:36]3)[cH:25][cH:26][n:27][c:28]2[cH:29]1.[Cl:1][c:2]1[n:3][n:4][c:5](-[c:12]2[cH:13][cH:14][cH:15][cH:16][cH:17]2)[c:6]2[cH:7][cH:8][cH:9][cH:10][c:11]12.[Cl:43][CH2:44][Cl:45]>>[c:2]1([NH:37][c:34]2[cH:33][cH:32][c:31]([CH2:30][c:24]3[c:23]4[cH:22][cH:21][c:20]([O:19][CH3:18])[cH:29][c:28]4[n:27][cH:26][cH:25]3)[cH:36][cH:35]2)[n:3][n:4][c:5](-[c:12]2[cH:13][cH:14][cH:15][cH:16][cH:17]2)[c:6]2[cH:7][cH:8][cH:9][cH:10][c:11]12.